describe an organic reaction: reactants, conditions, products, and yield From a dataset of the Open Reaction Database (ORD), a public repository of structured organic reaction records. Starting materials: C(C)(C)(C)OC(=O)N1CCC(CC1)C1=CC=C(C=C1)NC1=NN2C(C(=CC=C2)C2=C(C(=CC=C2)OC)OC)=N1 (4-{4-[8-(2,3-dimethoxy-phenyl)-[1,2,4]-triazolo[1,5-a]pyridin-2-ylamino]-phenyl}-piperidine-1-carboxylic acid tert-butyl ester), FC(C(=O)O)(F)F (trifluoroacetic acid). Yields the product COC1=C(C=CC=C1OC)C=1C=2N(C=CC1)N=C(N2)NC2=CC=C(C=C2)C2CCNCC2 ([8-(2,3-Dimethoxy-phenyl)-[1,2,4]-triazolo[1,5-a]pyridin-2-yl]-(4-piperidin-4-yl-phenyl)-amine), product. The yield is 95.0%. RXN SMILES: C(OC([N:8]1[CH2:13][CH2:12][CH:11]([C:14]2[CH:19]=[CH:18][C:17]([NH:20][C:21]3[N:39]=[C:24]4[C:25]([C:29]5[CH:34]=[CH:33][CH:32]=[C:31]([O:35][CH3:36])[C:30]=5[O:37][CH3:38])=[CH:26][CH:27]=[CH:28][N:23]4[N:22]=3)=[CH:16][CH:15]=2)[CH2:10][CH2:9]1)=O)(C)(C)C.FC(F)(F)C(O)=O>>[CH3:38][O:37][C:30]1[C:31]([O:35][CH3:36])=[CH:32][CH:33]=[CH:34][C:29]=1[C:25]1[C:24]2[N:23]([N:22]=[C:21]([NH:20][C:17]3[CH:18]=[CH:19][C:14]([CH:11]4[CH2:12][CH2:13][NH:8][CH2:9][CH2:10]4)=[CH:15][CH:16]=3)[N:39]=2)[CH:28]=[CH:27][CH:26]=1. Reported procedure: [8-(2,3-Dimethoxy-phenyl)-[1,2,4]-triazolo[1,5-a]pyridin-2-yl]-(4-piperidin-4-yl-phenyl)-amine was prepared from 4-{4-[8-(2,3-dimethoxy-phenyl)-[1,2,4]-triazolo[1,5-a]pyridin-2-ylamino]-phenyl}-piperidine-1-carboxylic acid tert-butyl ester (0.264 g, 0.499 mmol) and trifluoroacetic acid (1 mL) in a manner analogous to Example 312 to give product (0.203 g, 95%). MP=94-97° C. 1H NMR (400 MHz, (D3C)2SO, δ, ppm): 9.52 (s, 1H), 8.78 (d, 1H), 7.52 (m, 3H), 7.15 (m, 6H), 3.87 (s, 3H), 3.59 (s, 3H), 3.05... The reactants are [N+](=O)([O-])C1=C(C=CC=C1)C (o-nitrotoluene). Run in C(C)O (ethanol). The product is CC1=CC=CC=C1NNC2=CC=CC=C2C (o-hydrazotoluene). The yield is 48.0%. RXN SMILES: [N+:1]([C:4]1[CH:9]=[CH:8][CH:7]=[CH:6][C:5]=1[CH3:10])([O-])=O>C(O)C>[CH3:10][C:5]1[C:4]([NH:1][NH:1][C:4]2[C:5]([CH3:10])=[CH:6][CH:7]=[CH:8][CH:9]=2)=[CH:9][CH:8]=[CH:7][CH:6]=1. Reported procedure: The identical reduction of o-nitrotoluene as described in Example 3 was performed only the ethanol was eliminated. This reduction resulted in the isolation of a 48% yield of o-hydrazotoluene. Although the o-hydrazotoluene has a good solubility in tetrahydrofuran, the absence of ethanol prohibits the necessary level of sodium hydroxide from being dissolved in the reactive phase. Reactants: N1=CC=CC=C1 (pyridine), O(S(=O)(=O)C(F)(F)F)S(=O)(=O)C(F)(F)F (Tf2O), ClC1=NC(=C2N=CN(C2=N1)[C@H]1[C@H](O)[C@H](OC(C2=CC=CC=C2)=O)[C@H](O1)COC(C1=CC=CC=C1)=O)N (2-chloro-9-(3′,5′-di-O-benzoyl-β-D-ribofuranosyl)-adenine). Solvent: C(Cl)Cl (DCM). Run at temperature 10 celsius. The product is ClC1=NC(=C2N=CN(C2=N1)[C@H]1[C@H](OS(=O)(=O)C(F)(F)F)[C@H](OC(C2=CC=CC=C2)=O)[C@H](O1)COC(C1=CC=CC=C1)=O)N (2-chloro-9-(3′,5′-di-O-benzoyl-2′-O-trifluoromethylsulfonyl-β-D-ribofuranosyl)-adenine). The yield is 95.0%. Reaction SMILES: [Cl:1][C:2]1[N:10]=[C:9]2[C:5]([N:6]=[CH:7][N:8]2[C@@H:11]2[O:25][C@H:24]([CH2:26][O:27][C:28](=[O:35])[C:29]3[CH:34]=[CH:33][CH:32]=[CH:31][CH:30]=3)[C@@H:14]([O:15][C:16](=[O:23])[C:17]3[CH:22]=[CH:21][CH:20]=[CH:19][CH:18]=3)[C@H:12]2[OH:13])=[C:4]([NH2:36])[N:3]=1.N1C=CC=CC=1.[O:43](S(C(F)(F)F)(=O)=O)[S:44]([C:47]([F:50])([F:49])[F:48])(=O)=[O:45]>C(Cl)Cl>[Cl:1][C:2]1[N:10]=[C:9]2[C:5]([N:6]=[CH:7][N:8]2[C@@H:11]2[O:25][C@H:24]([CH2:26][O:27][C:28](=[O:35])[C:29]3[CH:34]=[CH:33][CH:32]=[CH:31][CH:30]=3)[C@@H:14]([O:15][C:16](=[O:23])[C:17]3[CH:22]=[CH:21][CH:20]=[CH:19][CH:18]=3)[C@H:12]2[O:13][S:44]([C:47]([F:50])([F:49])[F:48])(=[O:45])=[O:43])=[C:4]([NH2:36])[N:3]=1. Reported procedure: To a heterogeneous mixture of crystallized 2-chloro-9-(3′,5′-di-O-benzoyl-β-D-ribofuranosyl)-adenine (F) (65 g, purity: 94.7% by A % HPLC, 120.7 mmol) in DCM (650 mL) and pyridine (65 mL) at about 0 to 20° C. under an atmosphere of N2(g) was added Tf2O (85.1 g, 301.6 mmol) dropwise whilst maintaining the temperature within the range of 0 to 20° C. The mixture turned clear and the reaction was deemed complete when the HPLC purity of F was not more than 1%. The mixture was washed with saturated Na... Reactants: CCC1CC(=O)CC(=O)C1, Cc1ccc(S(=O)(=O)N=C=O)cc1, c1ccccc1. Yields the product CCC1CC(=O)C(C(=O)NS(=O)(=O)c2ccc(C)cc2)C(=O)C1. Reaction SMILES: [CH2:1]([CH3:2])[CH:3]1[CH2:4][C:5](=[O:10])[CH2:6][C:7](=[O:9])[CH2:8]1.[c:11]1([CH3:23])[cH:12][cH:13][c:14]([S:17](=[O:18])(=[O:19])[N:20]=[C:21]=[O:22])[cH:15][cH:16]1.[cH:24]1[cH:25][cH:26][cH:27][cH:28][cH:29]1>>[CH2:1]([CH3:2])[CH:3]1[CH2:4][C:5](=[O:10])[CH:6]([C:21]([NH:20][S:17]([c:14]2[cH:13][cH:12][c:11]([CH3:23])[cH:16][cH:15]2)(=[O:18])=[O:19])=[O:22])[C:7](=[O:9])[CH2:8]1. RXN SMILES: [CH3:27][N:28]([CH3:29])[CH:30]=[O:31].[Cl:3][c:4]1[c:5](-[n:13]2[n:14][n:15][n:16]([CH2:19][CH2:20][O:21][S:22]([CH3:23])(=[O:24])=[O:25])[c:17]2=[O:18])[cH:6][c:7]([O:11][CH3:12])[c:8]([Cl:10])[cH:9]1.[F-:1].[K+:2].[OH2:26]>>[Cl:3][c:4]1[c:5](-[n:13]2[n:14][n:15][n:16]([CH:19]=[CH2:20])[c:17]2=[O:18])[cH:6][c:7]([O:11][CH3:12])[c:8]([Cl:10])[cH:9]1. Starting materials: CN(C)C=O, COc1cc(-n2nnn(CCOS(C)(=O)=O)c2=O)c(Cl)cc1Cl, [F-], [K+], O. Product: C=Cn1nnn(-c2cc(OC)c(Cl)cc2Cl)c1=O.